Dataset: the Open Reaction Database (ORD), a public repository of structured organic reaction records. Task: describe an organic reaction: reactants, conditions, products, and yield The reactants are ClC1CC2C(C(=O)OC2=O)C=C1 (4-chlorotetrahydrophthalic anhydride), BrBr (bromine). The product is ClC=1C=C2C(C(=O)OC2=O)=CC1 (4-chlorophthalic anhydride). Reaction SMILES: [Cl:1][CH:2]1[CH:12]=[CH:11][CH:5]2[C:6]([O:8][C:9](=[O:10])[CH:4]2[CH2:3]1)=[O:7].BrBr>>[Cl:1][C:2]1[CH:3]=[C:4]2[C:9](=[O:10])[O:8][C:6](=[O:7])[C:5]2=[CH:11][CH:12]=1. Procedure: A co-pending application, Ser. No. 07/405,606, discloses that 4-chlorotetrahydrophthalic anhydride reacts with elemental bromine to form 4-chlorophthalic anhydride. 4-Bromophthalic anhydride is sometimes found as a side product in low percentage, but is not economically recoverable. Starting materials: Brc1cccnc1, Cc1ccc(N)c(C(=O)Nc2csc(C)n2)n1. Product: Cc1ccc(Nc2cccnc2)c(C(=O)Nc2csc(C)n2)n1. As a reaction SMILES: [Br:18][c:19]1[cH:20][n:21][cH:22][cH:23][cH:24]1.[CH3:1][c:2]1[s:3][cH:4][c:5]([NH:7][C:8](=[O:9])[c:10]2[n:11][c:12]([CH3:17])[cH:13][cH:14][c:15]2[NH2:16])[n:6]1>>[CH3:1][c:2]1[s:3][cH:4][c:5]([NH:7][C:8](=[O:9])[c:10]2[n:11][c:12]([CH3:17])[cH:13][cH:14][c:15]2[NH:16][c:19]2[cH:20][n:21][cH:22][cH:23][cH:24]2)[n:6]1. The reactants are [N+](=O)([O-])C=1C=C2C(C(=O)OC2=O)=CC1 (4-nitrophthalic anhydride), NCCCC(=O)O (4-aminobutyric acid). The product is [N+](=O)([O-])C=1C=C2C(C(=O)N(C2=O)CCCC(=O)O)=CC1 (4-nitro-N-(3-carboxypropyl)phthalimide). Isolated yield 96.8%. RXN SMILES: [N+:1]([C:4]1[CH:5]=[C:6]2[C:11](=[O:12])[O:10][C:8](=O)[C:7]2=[CH:13][CH:14]=1)([O-:3])=[O:2].[NH2:15][CH2:16][CH2:17][CH2:18][C:19]([OH:21])=[O:20]>>[N+:1]([C:4]1[CH:5]=[C:6]2[C:11](=[O:12])[N:15]([CH2:16][CH2:17][CH2:18][C:19]([OH:21])=[O:20])[C:8](=[O:10])[C:7]2=[CH:13][CH:14]=1)([O-:3])=[O:2]. Procedure: 4-nitrophthalic anhydride (0.25 g, 0.0013 mol) and 4-aminobutyric acid (0.134 g, 0.0013 mol) were refluxed as above overnight. The clear solution was purified as per 120 to yield 0.35 g (98%) 142 as very pale yellow powder: mp=176–178° C.; Rf 0.82 (A): Rf 0.83 (B): Rf 0.71 (D): IR (cm−1): 3000–3300 (OH), 3122 (C═CH), 1775 (C═O), 1707 (bs, C═O), 1617 (C═C), 1545 (N═O), 1446 (C═C), 1399 (C—O), 1349 (N═O), 1167 (C—O), 722 (C—CH); MS m/z (rel intensity) 291 (100), 191 (8). Starting materials: N12CC3C(C(CC(C1)C3)C2)C(=O)Cl (1-Azaadamantane-4-carbonyl chloride), N[C@@H]1CN(CC1)CCC1=CC=C(C=C1)F ((S)-3-amino-1-(2-(4-fluorophenyl)ethyl)pyrrolidine). Yields the product FC1=CC=C(C=C1)CCN1CC(CC1)NC(=O)C1[C@H]2CN3CC(CC1C3)C2 ((S)-N-(1-(2-(4-fluorophenyl)ethyl)pyrrolidin-3-yl)-1-azaadamantane-4-carboxamide). As a reaction SMILES: [N:1]12[CH2:10][CH:5]3[CH2:6][CH:7]([CH2:9][CH:3]([CH:4]3[C:11](Cl)=[O:12])[CH2:2]1)[CH2:8]2.[NH2:14][C@H:15]1[CH2:19][CH2:18][N:17]([CH2:20][CH2:21][C:22]2[CH:27]=[CH:26][C:25]([F:28])=[CH:24][CH:23]=2)[CH2:16]1>>[F:28][C:25]1[CH:26]=[CH:27][C:22]([CH2:21][CH2:20][N:17]2[CH2:18][CH2:19][CH:15]([NH:14][C:11]([CH:4]3[CH:5]4[CH2:10][N:1]5[CH2:8][CH:7]([CH2:9][C@@H:3]3[CH2:2]5)[CH2:6]4)=[O:12])[CH2:16]2)=[CH:23][CH:24]=1. Procedure: 1-Azaadamantane-4-carbonyl chloride and (S)-3-amino-1-(2-(4-fluorophenyl)ethyl)pyrrolidine were reacted under the same conditions as in Example 53 to give (S)-N-(1-(2-(4-fluorophenyl)ethyl)pyrrolidin-3-yl)-1-azaadamantane-4-carboxamide. Reactants: COc1cc[nH]c1C=C1C(=O)Nc2cccc(Br)c21, C=Cc1ccc(C(=O)OC)cc1, CC(=O)[O-], CC(=O)[O-], CN(C)C=O, [Pd+2], Cc1ccccc1P(c1ccccc1C)c1ccccc1C. The product is COC(=O)c1ccc(C=Cc2cccc3c2C(=Cc2[nH]ccc2OC)C(=O)N3)cc1. Reaction SMILES: [Br:1][c:2]1[c:3]2[c:7]([cH:8][cH:9][cH:10]1)[NH:6][C:5](=[O:11])[C:4]2=[CH:12][c:13]1[nH:14][cH:15][cH:16][c:17]1[O:18][CH3:19].[CH3:20][O:21][C:22]([c:23]1[cH:24][cH:25][c:26]([CH:29]=[CH2:30])[cH:27][cH:28]1)=[O:31].[O-:60][C:61]([CH3:62])=[O:63].[O-:64][C:65]([CH3:66])=[O:67].[O:54]=[CH:55][N:56]([CH3:57])[CH3:58].[Pd+2:59].[c:32]1([CH3:33])[cH:34][cH:35][cH:36][cH:37][c:38]1[P:39]([c:40]1[cH:41][cH:42][cH:43][cH:44][c:45]1[CH3:46])[c:47]1[cH:48][cH:49][cH:50][cH:51][c:52]1[CH3:53]>>[c:2]1([CH:30]=[CH:29][c:26]2[cH:25][cH:24][c:23]([C:22]([O:21][CH3:20])=[O:31])[cH:28][cH:27]2)[c:3]2[c:7]([cH:8][cH:9][cH:10]1)[NH:6][C:5](=[O:11])[C:4]2=[CH:12][c:13]1[nH:14][cH:15][cH:16][c:17]1[O:18][CH3:19]. The reactants are CC1([C@@H]([C@@H]1C#CC(=O)C(=O)O)C(=O)O[C@@H](C1=CC(=CC=C1)OC1=CC=CC=C1)C#N)C ((S)α-cyano-3-phenoxybenzyl(1R,cis)2,2-dimethyl-3-[2-carboxycarbonylethynyl]-cyclopropane-carboxylate), C(C)(C)(CC)O (tert.-amyl alcohol), C1(CCCCC1)N=C=NC1CCCCC1 (dicyclohexylcarbodiimide). The reagents and catalysts are CN(C1=CC=NC=C1)C (4-dimethylamino-pyridine). The solvent is C(Cl)Cl (methylene chloride). Run at temperature 20 celsius, time 2 hour. Yields the product CC1([C@@H]([C@@H]1C#CC(=O)OC(C)(C)CC)C(=O)O[C@@H](C1=CC(=CC=C1)OC1=CC=CC=C1)C#N)C ((S)α-cyano-3-phenoxy-benzyl(1R,cis)2,2-dimethyl-3-[2-tert.-amyloxycarbonyl-ethynyl]-cyclopropane-carboxylate). RXN SMILES: [CH3:1][C:2]1([CH3:31])[C@@H:4]([C:5]#[C:6][C:7](C(O)=O)=[O:8])[C@H:3]1[C:12]([O:14][C@H:15]([C:29]#[N:30])[C:16]1[CH:21]=[CH:20][CH:19]=[C:18]([O:22][C:23]2[CH:28]=[CH:27][CH:26]=[CH:25][CH:24]=2)[CH:17]=1)=[O:13].[C:32]([OH:37])([CH2:35][CH3:36])([CH3:34])[CH3:33].C1(N=C=NC2CCCCC2)CCCCC1>CN(C)C1C=CN=CC=1.C(Cl)Cl>[CH3:1][C:2]1([CH3:31])[C@@H:4]([C:5]#[C:6][C:7]([O:37][C:32]([CH2:35][CH3:36])([CH3:34])[CH3:33])=[O:8])[C@H:3]1[C:12]([O:14][C@H:15]([C:29]#[N:30])[C:16]1[CH:21]=[CH:20][CH:19]=[C:18]([O:22][C:23]2[CH:28]=[CH:27][CH:26]=[CH:25][CH:24]=2)[CH:17]=1)=[O:13]. Procedure: 82 mg of 4-dimethylamino-pyridine were added with stirring at 5° C. to a mixture of 2.5 g of (S)α-cyano-3-phenoxybenzyl(1R,cis)2,2-dimethyl-3-[2-carboxycarbonylethynyl]-cyclopropane-carboxylate, 12.5 ml of methylene chloride and 2.5 ml of tert.-amyl alcohol followed by the addition of 1.55 g of dicyclohexylcarbodiimide. The mixture was stirred at 20° C. for 41/2 hours and was cooled to 0° C. and filtered. The filtrate was evaporated to dryness under reduced pressure and was chromatographed over ... The reactants are CCCCc1nc(Cl)c(COS(C)(=O)=O)n1Cc1ccc(-c2ccccc2-c2nnnn2C(c2ccccc2)(c2ccccc2)c2ccccc2)cc1, CS(C)=O, CCOC(C)=O, [Cl-], [N-]=[N+]=[N-], [Na+], [Na+]. Product: CCCCc1nc(Cl)c(CN=[N+]=[N-])n1Cc1ccc(-c2ccccc2-c2nnnn2C(c2ccccc2)(c2ccccc2)c2ccccc2)cc1. Reaction SMILES: [CH2:5]([CH2:6][CH2:7][CH3:8])[c:9]1[n:10][c:11]([Cl:57])[c:12]([CH2:51][O:52][S:53]([CH3:54])(=[O:55])=[O:56])[n:13]1[CH2:14][c:15]1[cH:16][cH:17][c:18](-[c:21]2[c:22](-[c:27]3[n:28][n:29][n:30][n:31]3[C:32]([c:33]3[cH:34][cH:35][cH:36][cH:37][cH:38]3)([c:39]3[cH:40][cH:41][cH:42][cH:43][cH:44]3)[c:45]3[cH:46][cH:47][cH:48][cH:49][cH:50]3)[cH:23][cH:24][cH:25][cH:26]2)[cH:19][cH:20]1.[CH3:1][S:2](=[O:3])[CH3:4].[CH3:64][CH2:65][O:66][C:67]([CH3:68])=[O:69].[Cl-:62].[N-:59]=[N+:60]=[N-:61].[Na+:58].[Na+:63]>>[CH2:5]([CH2:6][CH2:7][CH3:8])[c:9]1[n:10][c:11]([Cl:57])[c:12]([CH2:51][N:59]=[N+:60]=[N-:61])[n:13]1[CH2:14][c:15]1[cH:16][cH:17][c:18](-[c:21]2[c:22](-[c:27]3[n:28][n:29][n:30][n:31]3[C:32]([c:33]3[cH:34][cH:35][cH:36][cH:37][cH:38]3)([c:39]3[cH:40][cH:41][cH:42][cH:43][cH:44]3)[c:45]3[cH:46][cH:47][cH:48][cH:49][cH:50]3)[cH:23][cH:24][cH:25][cH:26]2)[cH:19][cH:20]1.